From a dataset of the Open Reaction Database (ORD), a public repository of structured organic reaction records. describe an organic reaction: reactants, conditions, products, and yield The reactants are [H-].[Na+] (sodium hydride), C(=O)(OCC1=CC=CC=C1)NC1=CC(=C(C(=C1)F)C=1C=NC=CC1)F (N-carbobenzyloxy-4-(3-pyridyl)-3,5-difluoroaniline), C1CCOC1 (THF), [Br-] (bromide). Conditions: time 0.5 hour. Yields the product C(C=C)N(C1=CC(=C(C(=C1)F)C=1C=NC=CC1)F)C(=O)OCC1=CC=CC=C1 (N-Allyl-N-carbobenzyloxy-4-(3-pyridyl)-3,5-difluoroaniline). Reaction SMILES: [C:1]([NH:11][C:12]1[CH:17]=[C:16]([F:18])[C:15]([C:19]2[CH:20]=[N:21][CH:22]=[CH:23][CH:24]=2)=[C:14]([F:25])[CH:13]=1)([O:3][CH2:4][C:5]1[CH:10]=[CH:9][CH:8]=[CH:7][CH:6]=1)=[O:2].[H-].[Na+].[Br-].[CH2:29]1[CH2:33]OC[CH2:30]1>>[CH2:33]([N:11]([C:1]([O:3][CH2:4][C:5]1[CH:6]=[CH:7][CH:8]=[CH:9][CH:10]=1)=[O:2])[C:12]1[CH:13]=[C:14]([F:25])[C:15]([C:19]2[CH:20]=[N:21][CH:22]=[CH:23][CH:24]=2)=[C:16]([F:18])[CH:17]=1)[CH:29]=[CH2:30] |f:1.2|. Reported procedure: A mixture of N-carbobenzyloxy-4-(3-pyridyl)-3,5-difluoroaniline (PREPARATION 3, 543 mg, 1.60 mmol) in anhydrous THF (40 ml) is treated with sodium hydride (60% dispersion in mineral oil, 128 mg, 3.19 mmol, 2 eq). The reaction is kept under an atmosphere of nitrogen at 20-25° for 0.5 hr. After this time, ally bromide (691 μl, 7.99 mmol, 5 eq) is added. Stirring is continued at 20-25° for 16 hr. After this time, the reaction is carefully quenched with water (20 ml). The layers are separated and th... Reactants: C(=O)O (formic acid), C(C)(=O)OC(C)=O (acetic anhydride), [H][H] (hydrogen), C(C1=CC=CC=C1)OC1=C(C=C(C=C1)[C@H](CBr)O)[N+](=O)[O-] (1-(4-Benzyloxy-3-nitrophenyl)-2-bromo-1-(R)-ethanol). Reagents/catalysts: O=[Pt]=O (PtO2). Solvent: C1CCOC1 (THF), C1(=CC=CC=C1)C (toluene). Run at time 14 hour. Yields the product ethyl acetate hexanes, C(C1=CC=CC=C1)OC1=C(C=C(C=C1)[C@H](CBr)O)NC=O (N-[2-Benzyloxy-5-(2-bromo-1-(R)-hydroxyethyl)phenyl]formamide). Isolated yield 101.1%. Reaction SMILES: [CH2:1]([O:8][C:9]1[CH:14]=[CH:13][C:12]([C@@H:15]([OH:18])[CH2:16][Br:17])=[CH:11][C:10]=1[N+:19]([O-])=O)[C:2]1[CH:7]=[CH:6][CH:5]=[CH:4][CH:3]=1.[H][H].[CH:24](O)=[O:25].C(OC(=O)C)(=O)C>C1COCC1.C1(C)C=CC=CC=1.O=[Pt]=O>[CH2:1]([O:8][C:9]1[CH:14]=[CH:13][C:12]([C@@H:15]([OH:18])[CH2:16][Br:17])=[CH:11][C:10]=1[NH:19][CH:24]=[O:25])[C:2]1[CH:7]=[CH:6][CH:5]=[CH:4][CH:3]=1. Procedure details: A Parr hydrogenator was charged with PtO2 and 1-(4-benzyloxy-3-nitro-phenyl)-2-bromo-1-(R)-ethanol (4) (3.60 g, 10.22 mmol) dissolved in a mixed solvent of THF (25 mL) and toluene (25 mL); and the mixture shaken under an atmosphere of hydrogen at 55 psi at rt for 14 h. The hydrogen pressure was then released. To the mixture was added directly a mixture of formic acid (0.65 mL, 17.23 mmol) and acetic anhydride (1.10 mL, 11.65 mmol). The newly resulting mixture was stirred at rt for an additional ... The solvent is O1CCCC1 (tetrahydrofuran). As a reaction SMILES: [OH:1][CH:2]([C:22]1[CH:27]=[CH:26][C:25]([OH:28])=[CH:24][CH:23]=1)[CH2:3][NH:4][C@H:5]1[CH2:14][CH2:13][C:12]2[C:7](=[CH:8][C:9]([O:15][CH2:16][C:17](OCC)=[O:18])=[CH:10][CH:11]=2)[CH2:6]1.[CH3:29][NH:30][CH3:31]>O1CCCC1>[OH:1][CH:2]([C:22]1[CH:27]=[CH:26][C:25]([OH:28])=[CH:24][CH:23]=1)[CH2:3][NH:4][C@H:5]1[CH2:14][CH2:13][C:12]2[C:7](=[CH:8][C:9]([O:15][CH2:16][C:17]([N:30]([CH3:31])[CH3:29])=[O:18])=[CH:10][CH:11]=2)[CH2:6]1. Procedure: Ethyl 2-[(2S)-2-[[(2RS)-2-hydroxy-2-(4-hydroxyphenyl)-ethyl]amino]-1,2,3,4-tetrahydronaphthalen-7-yloxy]acetate (250 mg) was dissolved in tetrahydrofuran (5 ml), and dimethylamine (1 ml) was added to the solution under ice-cooling. After reaction in sealed tube at 60° C. for 60 hours, the reaction mixture was concentrated in vacuo. Purification of the residue by medium pressure liquid column chromatography on aminopropyl silica gel (eluent: ethyl acetate/ethanol=10/1) gave 2-[(2S)-2-[[(2RS)-2-hy... Yields the product OC(CN[C@@H]1CC2=CC(=CC=C2CC1)OCC(=O)N(C)C)C1=CC=C(C=C1)O (2-[(2S)-2-[[(2RS)-2-hydroxy-2-(4-hydroxyphenyl)-ethyl]amino]-1,2,3,4-tetrahydronaphthalen-7-yloxy]-N,N-dimethylacetamide). The reactants are OC(CN[C@@H]1CC2=CC(=CC=C2CC1)OCC(=O)OCC)C1=CC=C(C=C1)O (Ethyl 2-[(2S)-2-[[(2RS)-2-hydroxy-2-(4-hydroxyphenyl)-ethyl]amino]-1,2,3,4-tetrahydronaphthalen-7-yloxy]acetate), CNC (dimethylamine). Starting materials: COC(=O)c1cccc(OC)c1CBr, CCOC(C)=O, Cc1ccccc1, CCCCCC, [K+], [K+], NCc1ccccc1, O=C([O-])[O-]. The product is COc1cccc2c1CN(Cc1ccccc1)C2=O. As a reaction SMILES: [CH3:1][O:2][C:3]([c:4]1[c:5]([CH2:12][Br:13])[c:6]([O:10][CH3:11])[cH:7][cH:8][cH:9]1)=[O:14].[CH3:29][CH2:30][O:31][C:32](=[O:33])[CH3:34].[CH3:35][c:36]1[cH:37][cH:38][cH:39][cH:40][cH:41]1.[CH3:42][CH2:43][CH2:44][CH2:45][CH2:46][CH3:47].[K+:23].[K+:24].[NH2:15][CH2:16][c:17]1[cH:18][cH:19][cH:20][cH:21][cH:22]1.[O-:25][C:26]([O-:27])=[O:28]>>[C:3]1(=[O:14])[c:4]2[c:5]([c:6]([O:10][CH3:11])[cH:7][cH:8][cH:9]2)[CH2:12][N:15]1[CH2:16][c:17]1[cH:18][cH:19][cH:20][cH:21][cH:22]1. Reactants: diethylacetal, OCC(O)CO (glycerol), C(CC(=O)C)(=O)OCC (ethyl acetoacetate), OCCC(C)=O (4-hydroxy-2-butanone), acetyl, [H-].[Al+3].[Li+].[H-].[H-].[H-] (lithium-aluminium hydride). Run in O (water). Yields the product C(C)(=O)OCCC(C)=O (4-acetoxy-2-butanone). Isolated yield 61.0%. Reaction SMILES: [OH:1][CH2:2][CH:3](CO)O.[OH:7][CH2:8][CH2:9][C:10](=[O:12])[CH3:11].C(OCC)(=O)CC(C)=O.[H-].[Al+3].[Li+].[H-].[H-].[H-]>O>[C:2]([O:7][CH2:8][CH2:9][C:10](=[O:12])[CH3:11])(=[O:1])[CH3:3] |f:3.4.5.6.7.8|. Procedure details: The method described in Example 5 is followed starting with glycerol and 4-hydroxy-2-butanone, suitably protected at the hydroxy group with an acetyl radical. 4-acetoxy-2-butanone is prepared starting from ethyl acetoacetate, protected at the carbonyl group as diethylacetal, by reduction with lithium-aluminium hydride, followed by restoring the keto group by means of silica in the presence of water (A: Banerje 8 G. P. Kalena, Synth. Commun (1982) 12, 225). 1,3-dioxolane-2-methyl-2'-(2-hydroxyeth... Reactants: Cl (hydrochloric acid), COC(C1=C(C=CC(=C1)N1C(=NN=C1)SC)OC)=O (2-methoxy-5-(3-methylsulfanyl-[1,2,4]triazol-4-yl)-benzoic acid methyl ester), [OH-].[Li+] (lithium hydroxide), O (water). Solvent: O1CCCC1 (tetrahydrofuran). Product: COC1=C(C(=O)O)C=C(C=C1)N1C(=NN=C1)SC (2-methoxy-5-(3-methylsulfanyl-[1,2,4]triazol-4-yl)-benzoic acid). Yield: 95.9%. Reaction SMILES: C[O:2][C:3](=[O:19])[C:4]1[CH:9]=[C:8]([N:10]2[CH:14]=[N:13][N:12]=[C:11]2[S:15][CH3:16])[CH:7]=[CH:6][C:5]=1[O:17][CH3:18].[OH-].[Li+].O.Cl>O1CCCC1>[CH3:18][O:17][C:5]1[CH:6]=[CH:7][C:8]([N:10]2[CH:14]=[N:13][N:12]=[C:11]2[S:15][CH3:16])=[CH:9][C:4]=1[C:3]([OH:19])=[O:2] |f:1.2|. Procedure details: Stir a mixture of 2-methoxy-5-(3-methylsulfanyl-[1,2,4]triazol-4-yl)-benzoic acid methyl ester (0.28 g, 3.5 mmol), lithium hydroxide (0.041 g, 3.8 mmol), and 25% water in tetrahydrofuran (20 mL) overnight. Add 1N hydrochloric acid (3.9 mL) dropwise to pH 3. Concentrate to remove the tetrahydrofuran and collect the precipitate by vacuum filtration. Wash the filter cake twice with water and hexane, and dry in vacuo overnight to give 0.89 g of 2-methoxy-5-(3-methylsulfanyl-[1,2,4]triazol-4-yl)-benz... Reactants: OC1=CC=C2C3=C(C(NC2=C1)=O)C1=C(O3)C=C(C=C1)O (3,9-dihydroxy-5H-benzofuro[3,2-c]quinolin-6-one), C(=O)O (formic acid), C(=O)(N1C=NC=C1)N1C=NC=C1 (1,1'-carbonyldiimidazole), CI (methyl iodide). Solvent: CN(C=O)C (N,N-dimethylformamide), C(Cl)(Cl)Cl (chloroform), O (water). Run at time 2.5 hour. Yields the product C(=O)OC1=CC=C2C3=C(C(NC2=C1)=O)C1=C(O3)C=C(C=C1)OC=O (3,9-bis(formyloxy)-5H-benzofuro[3,2-c]quinolin-6-one). Reaction SMILES: [CH:1]([OH:3])=[O:2].[C:4](N1C=CN=C1)(N1C=CN=C1)=[O:5].CI.O[C:19]1[CH:28]=[C:27]2[C:22]([C:23]3[O:32][C:31]4[CH:33]=[C:34]([OH:37])[CH:35]=[CH:36][C:30]=4[C:24]=3[C:25](=[O:29])[NH:26]2)=[CH:21][CH:20]=1>C(Cl)(Cl)Cl.CN(C)C=O.O>[CH:1]([O:3][C:19]1[CH:28]=[C:27]2[C:22]([C:23]3[O:32][C:31]4[CH:33]=[C:34]([O:37][CH:4]=[O:5])[CH:35]=[CH:36][C:30]=4[C:24]=3[C:25](=[O:29])[NH:26]2)=[CH:21][CH:20]=1)=[O:2]. Reported procedure: To a solution of 0.35 ml of formic acid in 10 ml of dry chloroform were added 1.5 g of 1,1'-carbonyldiimidazole and 1.74 ml of methyl iodide, and the mixture was stirred at room temperature for 2.5 hours. To the reaction mixture was added a solution of 0.5 g of 3,9-dihydroxy-5H-benzofuro[3,2-c]quinolin-6-one in 10 ml of dry N,N-dimethylformamide, and the mixture was stirred overnight at room temperature. To the reaction mixture was added 30 ml of water, and the precipitates were collected by fil...